This data is from the Open Reaction Database (ORD), a public repository of structured organic reaction records. The task is: describe an organic reaction: reactants, conditions, products, and yield Reactants: BrC1=CC=C(C=C1)C(CC(=NO)C1=CC=NC=C1)C1=C(C=CC=C1)C (3-(4-Bromo-phenyl)-1-pyridin-4-yl-3-o-tolyl-propan-1-one oxime), CS(=O)(=O)C=1C=C(C=CC1)B(O)O ((3-methylsulfonylphenyl)boronic acid). The product is CS(=O)(=O)C=1C=C(C=CC1)C1=CC=C(C=C1)C(CC(=NO)C1=CC=NC=C1)C1=C(C=CC=C1)C (3-(3′-Methanesulfonyl-biphenyl-4-yl)-1-pyridin-4-yl-3-o-tolyl-propan-1-one oxime). RXN SMILES: Br[C:2]1[CH:7]=[CH:6][C:5]([CH:8]([C:19]2[CH:24]=[CH:23][CH:22]=[CH:21][C:20]=2[CH3:25])[CH2:9][C:10]([C:13]2[CH:18]=[CH:17][N:16]=[CH:15][CH:14]=2)=[N:11][OH:12])=[CH:4][CH:3]=1.[CH3:26][S:27]([C:30]1[CH:31]=[C:32](B(O)O)[CH:33]=[CH:34][CH:35]=1)(=[O:29])=[O:28]>>[CH3:26][S:27]([C:30]1[CH:35]=[C:34]([C:2]2[CH:3]=[CH:4][C:5]([CH:8]([C:19]3[CH:24]=[CH:23][CH:22]=[CH:21][C:20]=3[CH3:25])[CH2:9][C:10]([C:13]3[CH:18]=[CH:17][N:16]=[CH:15][CH:14]=3)=[N:11][OH:12])=[CH:6][CH:7]=2)[CH:33]=[CH:32][CH:31]=1)(=[O:29])=[O:28]. Procedure details: In analogy to example 22, from 3-(4-bromo-phenyl)-1-pyridin-4-yl-3-o-tolyl-propan-1-one oxime (example 31) and (3-methylsulfonylphenyl)boronic acid was prepared the title compound as a mixture of E and Z isomers (2:1) as a white foam, MS (ESI+): m/z=471.1 ([M+H]+). The reactants are CC(=O)OC(C)CCCCCl, Cn1c(=O)[nH]c(=O)c2c1ncn2Cc1ccccc1, CS(C)=O, [H-], [Na+]. Yields the product CC(=O)OC(C)CCCCn1c(=O)c2c(ncn2Cc2ccccc2)n(C)c1=O. As a reaction SMILES: [C:22]([CH3:23])(=[O:24])[O:25][CH:26]([CH2:27][CH2:28][CH2:29][CH2:30][Cl:31])[CH3:32].[CH2:1]([c:2]1[cH:3][cH:4][cH:5][cH:6][cH:7]1)[n:8]1[cH:9][n:10][c:11]2[n:12]([CH3:19])[c:13](=[O:18])[nH:14][c:15](=[O:17])[c:16]12.[CH3:33][S:34]([CH3:35])=[O:36].[H-:20].[Na+:21]>>[CH2:1]([c:2]1[cH:3][cH:4][cH:5][cH:6][cH:7]1)[n:8]1[cH:9][n:10][c:11]2[n:12]([CH3:19])[c:13](=[O:18])[n:14]([CH2:30][CH2:29][CH2:28][CH2:27][CH:26]([O:25][C:22]([CH3:23])=[O:24])[CH3:32])[c:15](=[O:17])[c:16]12.